This data is from the Open Reaction Database (ORD), a public repository of structured organic reaction records. The task is: describe an organic reaction: reactants, conditions, products, and yield Starting materials: CO, CC1=C(C(=O)NCC=Cc2ccncc2)C(c2cccc(Cl)c2)C(C(=O)OCCC#N)=C(C)N1, Cl, [Na+], [OH-]. The product is CC1=C(C(=O)O)C(c2cccc(Cl)c2)C(C(=O)NCC=Cc2ccncc2)=C(C)N1. RXN SMILES: [CH3:38][OH:39].[Cl:1][c:2]1[cH:3][c:4]([CH:8]2[C:9]([C:28](=[O:29])[O:30][CH2:31][CH2:32][C:33]#[N:34])=[C:10]([CH3:27])[NH:11][C:12]([CH3:26])=[C:13]2[C:14]([NH:15][CH2:16][CH:17]=[CH:18][c:19]2[cH:20][cH:21][n:22][cH:23][cH:24]2)=[O:25])[cH:5][cH:6][cH:7]1.[ClH:37].[Na+:36].[OH-:35]>>[Cl:1][c:2]1[cH:3][c:4]([CH:8]2[C:9]([C:28](=[O:29])[OH:30])=[C:10]([CH3:27])[NH:11][C:12]([CH3:26])=[C:13]2[C:14]([NH:15][CH2:16][CH:17]=[CH:18][c:19]2[cH:20][cH:21][n:22][cH:23][cH:24]2)=[O:25])[cH:5][cH:6][cH:7]1.